describe an organic reaction: reactants, conditions, products, and yield From a dataset of the Open Reaction Database (ORD), a public repository of structured organic reaction records. Reactants: C(=O)(O)CC1=C(OC=C1)CC(=O)O ((3-Carboxymethyl-furan-2-yl)-acetic acid), solution, ice. Run in C1CCOC1 (THF), C1CCOC1 (THF). Run at temperature 0 celsius, time 20 minute. Product: OCCC1=C(OC=C1)CCO (2-[3-(2-Hydroxy-ethyl)-furan-2-yl]-ethanol). The yield is 65.0%. Reaction SMILES: [C:1]([CH2:4][C:5]1[CH:9]=[CH:8][O:7][C:6]=1[CH2:10][C:11](O)=[O:12])(O)=[O:2]>C1COCC1>[OH:2][CH2:1][CH2:4][C:5]1[CH:9]=[CH:8][O:7][C:6]=1[CH2:10][CH2:11][OH:12]. Reported procedure: A solution of the product from step c.) (6.4 g, 35 mmol) in dry THF (400 ml) was cooled to 0° C. and a 1.0 M solution of BH3 in THF (174 ml, 174 mmol) was added dropwise over 10 minutes. After the addition was complete the mixture was stirred for an additional 20 minutes at 0° C. and then warmed to 22° C. for 2 hours. Next, the mixture was poured into ice cold sat. NaHCO3 (300 ml) and extracted with EtOAc (2×200 ml). The organic layer was dried (MgSO4) and concentrated providing 3.58 g (65%) of ...